This data is from the Open Reaction Database (ORD), a public repository of structured organic reaction records. The task is: describe an organic reaction: reactants, conditions, products, and yield The reactants are BrC1=C(C=C(C(=O)NC=2C=NC(=CC2)N2[C@@H](CN(CC2)C(C(C)(C)C)=O)C)C=C1OC(F)(F)F)Cl ((R)-4-bromo-3-chloro-N-(6-(2-methyl-4-pivaloylpiperazin-1-yl)pyridin-3-yl)-5-(trifluoromethoxy)benzamide), C[C@H]1C[C@H](N(C1)C(=O)OC(C)(C)C)C=1NC=C(N1)C1=CC=C(C=C1)B1OC(C(O1)(C)C)(C)C ((2S,4S)-tert-butyl 4-methyl-2-(4-(4-(4,4,5,5-tetramethyl-1,3,2-dioxaborolan-2-yl)phenyl)-1H-imidazol-2-yl)pyrrolidine-1-carboxylate), C([O-])([O-])=O.[K+].[K+] (potassium carbonate). The reagents and catalysts are C1=CC=C(C=C1)P([C-]2C=CC=C2)C3=CC=CC=C3.C1=CC=C(C=C1)P([C-]2C=CC=C2)C3=CC=CC=C3.Cl[Pd]Cl.[Fe+2] (PdCl2(dppf)). Run in C1(=CC=CC=C1)C (toluene), O (water). Run at temperature 100 celsius. Yields the product ClC1=C(C(=CC(=C1)C(NC=1C=NC(=CC1)N1[C@@H](CN(CC1)C(C(C)(C)C)=O)C)=O)OC(F)(F)F)C1=CC=C(C=C1)C=1N=C(NC1)[C@H]1N(C[C@H](C1)C)C(=O)OC(C)(C)C ((2S,4S)-tert-butyl 2-(4 (2′ chloro 4′ ((6 ((R)-2 methyl-4-pivaloylpiperazin-1-yl)pyridin-3-yl)carbamoyl)-6′-(trifluoromethoxy)-[1,1′-biphenyl]-4-yl)-1H-imidazol-2-yl)-4-methylpyrrolidine-1-carboxylate). The yield is 50.3%. Reaction SMILES: Br[C:2]1[C:29]([O:30][C:31]([F:34])([F:33])[F:32])=[CH:28][C:5]([C:6]([NH:8][C:9]2[CH:10]=[N:11][C:12]([N:15]3[CH2:20][CH2:19][N:18]([C:21](=[O:26])[C:22]([CH3:25])([CH3:24])[CH3:23])[CH2:17][C@H:16]3[CH3:27])=[CH:13][CH:14]=2)=[O:7])=[CH:4][C:3]=1[Cl:35].[CH3:36][C@@H:37]1[CH2:41][N:40]([C:42]([O:44][C:45]([CH3:48])([CH3:47])[CH3:46])=[O:43])[C@H:39]([C:49]2[NH:50][CH:51]=[C:52]([C:54]3[CH:59]=[CH:58][C:57](B4OC(C)(C)C(C)(C)O4)=[CH:56][CH:55]=3)[N:53]=2)[CH2:38]1.C(=O)([O-])[O-].[K+].[K+]>C1(C)C=CC=CC=1.O.C1C=CC(P(C2C=CC=CC=2)[C-]2C=CC=C2)=CC=1.C1C=CC(P(C2C=CC=CC=2)[C-]2C=CC=C2)=CC=1.Cl[Pd]Cl.[Fe+2]>[Cl:35][C:3]1[CH:4]=[C:5]([C:6](=[O:7])[NH:8][C:9]2[CH:10]=[N:11][C:12]([N:15]3[CH2:20][CH2:19][N:18]([C:21](=[O:26])[C:22]([CH3:25])([CH3:24])[CH3:23])[CH2:17][C@H:16]3[CH3:27])=[CH:13][CH:14]=2)[CH:28]=[C:29]([O:30][C:31]([F:34])([F:33])[F:32])[C:2]=1[C:57]1[CH:56]=[CH:55][C:54]([C:52]2[N:53]=[C:49]([C@@H:39]3[CH2:38][C@H:37]([CH3:36])[CH2:41][N:40]3[C:42]([O:44][C:45]([CH3:46])([CH3:48])[CH3:47])=[O:43])[NH:50][CH:51]=2)=[CH:59][CH:58]=1 |f:2.3.4,7.8.9.10|. Procedure: To a mixture of (R)-4-bromo-3-chloro-N-(6-(2-methyl-4-pivaloylpiperazin-1-yl)pyridin-3-yl)-5-(trifluoromethoxy)benzamide (80.3 mg, 0.14 mmol; Preparation 51) and (2S,4S)-tert-butyl 4-methyl-2-(4-(4-(4,4,5,5-tetramethyl-1,3,2-dioxaborolan-2-yl)phenyl)-1H-imidazol-2-yl)pyrrolidine-1-carboxylate (63.0 mg, 0.14 mmol) in a mixture of toluene (0.9 mL) and water (0.3 mL) was added potassium carbonate (86 mg, 0.63 mmol). The reaction mixture was flushed with nitrogen, PdCl2(dppf) (6.1 mg, 8.34 μmol) was...